Dataset: the Open Reaction Database (ORD), a public repository of structured organic reaction records. Task: describe an organic reaction: reactants, conditions, products, and yield Starting materials: O (water), [H-].[Na+] (Sodium hydride), C(C1=CC=CC=C1)(C1=CC=CC=C1)[C@@H]1CN(C[C@H]2N1C[C@H](C2)O)C(=O)OC(C)(C)C (tert-butyl (4R,7S,8aS)-4-benzhydryl-7-hydroxyhexahydropyrrolo[1,2-a]pyrazine-2(1H)-carboxylate), CI (methyl iodide). Solvent: CN(C=O)C (N,N-dimethylformamide). Run at time 12 hour. Yields the product C(C1=CC=CC=C1)(C1=CC=CC=C1)[C@@H]1CN(C[C@H]2N1C[C@H](C2)OC)C(=O)OC(C)(C)C (tert-butyl (4R,7S,8aS)-4-benzhydryl-7-methoxyhexahydropyrrolo[1,2-a]pyrazine-2(1H)-carboxylate). As a reaction SMILES: [H-].[Na+].[CH:3]([C@H:16]1[N:21]2[CH2:22][C@@H:23]([OH:25])[CH2:24][C@H:20]2[CH2:19][N:18]([C:26]([O:28][C:29]([CH3:32])([CH3:31])[CH3:30])=[O:27])[CH2:17]1)([C:10]1[CH:15]=[CH:14][CH:13]=[CH:12][CH:11]=1)[C:4]1[CH:9]=[CH:8][CH:7]=[CH:6][CH:5]=1.[CH3:33]I.O>CN(C)C=O>[CH:3]([C@H:16]1[N:21]2[CH2:22][C@@H:23]([O:25][CH3:33])[CH2:24][C@H:20]2[CH2:19][N:18]([C:26]([O:28][C:29]([CH3:32])([CH3:31])[CH3:30])=[O:27])[CH2:17]1)([C:10]1[CH:11]=[CH:12][CH:13]=[CH:14][CH:15]=1)[C:4]1[CH:9]=[CH:8][CH:7]=[CH:6][CH:5]=1 |f:0.1|. Reported procedure: Sodium hydride (60% in mineral oil, 14.9 mg) was added into a solution of tert-butyl (4R,7S,8aS)-4-benzhydryl-7-hydroxyhexahydropyrrolo[1,2-a]pyrazine-2(1H)-carboxylate (126.8 mg) in N,N-dimethylformamide (1.5 ml) under ice-cooling. After being stirred for 0.5 hour at the same temperature, methyl iodide was added to the reaction mixture. And this mixture was stirred for 12 hours at room temperature. Then the reaction mixture was poured into water (10 ml). The aqueous layer was extracted with eth... Reactants: C1(C=2C(C(=O)O1)=CC=CC2)=O (phthalic anhydride), C(CCCCCCCCCCCN)N (1,12-dodecanediamine). Yields the product C(CCCCCCCCCCCN1C(C=2C(C1=O)=CC=CC2)=O)N2C(C=1C(C2=O)=CC=CC1)=O (N,N'-dodecylene bis-phthalimide). As a reaction SMILES: [C:1]1(=[O:11])O[C:4](=[O:5])[C:3]2=[CH:7][CH:8]=[CH:9][CH:10]=[C:2]12.[CH2:12]([NH2:25])[CH2:13][CH2:14][CH2:15][CH2:16][CH2:17][CH2:18][CH2:19][CH2:20][CH2:21][CH2:22][CH2:23][NH2:24]>>[CH2:23]([N:24]1[C:1](=[O:11])[C:2]2=[CH:10][CH:9]=[CH:8][CH:7]=[C:3]2[C:4]1=[O:5])[CH2:22][CH2:21][CH2:20][CH2:19][CH2:18][CH2:17][CH2:16][CH2:15][CH2:14][CH2:13][CH2:12][N:25]1[C:4](=[O:5])[C:3]2=[CH:7][CH:8]=[CH:9][CH:10]=[C:2]2[C:1]1=[O:11]. Procedure: N,N'-dodecylene bis-phthalimide was prepared from phthalic anhydride and 1,12-dodecanediamine as follows: Starting materials: CON=C(C(=O)NC1[C@@H]2N(C(=C(CS2)C#C)C(=O)O)C1=O)C=1N=C(SC1)N (7-[2-methoxyimino-2-(2-aminothiazol-4-yl)acetamido]-3-ethynyl-3-cephem-4-carboxylic acid), C(C)(=O)[O-].[Na+] (sodium acetate). Run in O1CCCC1 (tetrahydrofuran), CO (methanol). Yields the product CON=C(C(=O)NC1[C@@H]2N(C(=C(CS2)C#C)C(=O)[O-])C1=O)C=1N=C(SC1)N.[Na+] (sodium 7-[2-methoxyimino-2-(2-aminothiazol-4-yl)acetamido]-3-ethynyl-3-cephem-4-carboxylate). Isolated yield 100.1%. Reaction SMILES: [CH3:1][O:2][N:3]=[C:4]([C:22]1[N:23]=[C:24]([NH2:27])[S:25][CH:26]=1)[C:5]([NH:7][CH:8]1[C:20](=[O:21])[N:10]2[C:11]([C:17]([OH:19])=[O:18])=[C:12]([C:15]#[CH:16])[CH2:13][S:14][C@H:9]12)=[O:6].C([O-])(=O)C.[Na+:32]>O1CCCC1.CO>[CH3:1][O:2][N:3]=[C:4]([C:22]1[N:23]=[C:24]([NH2:27])[S:25][CH:26]=1)[C:5]([NH:7][CH:8]1[C:20](=[O:21])[N:10]2[C:11]([C:17]([O-:19])=[O:18])=[C:12]([C:15]#[CH:16])[CH2:13][S:14][C@H:9]12)=[O:6].[Na+:32] |f:1.2,5.6|. Reported procedure: To a solution of 7-[2-methoxyimino-2-(2-aminothiazol-4-yl)acetamido]-3-ethynyl-3-cephem-4-carboxylic acid (syn isomer) (1.1 g) in tetrahydrofuran (22 ml) was added a solution of sodium acetate (0.234 g) in methanol (2.3 ml) at ambient temperature. After the mixture was stirred under ice-cooling for 30 minutes, the precipitates were collected by filtration to give sodium 7-[2-methoxyimino-2-(2-aminothiazol-4-yl)acetamido]-3-ethynyl-3-cephem-4-carboxylate (syn isomer) (1.16 g).